Task: describe an organic reaction: reactants, conditions, products, and yield. Dataset: the Open Reaction Database (ORD), a public repository of structured organic reaction records The reactants are C(C)(C)C=1C=CC=2C3=C(NC2C1)CCN(C3)C (7-isopropyl-2-methyl-2,3,4,5-tetrahydro-1H-pyrido[4,3-b]indole), [H-].[Na+] (sodium hydride), ice water, CC1(OC1)C1=CC=NC=C1 (4-(2-methyl-oxiranyl)-pyridine). Run in CN(C)C=O (DMF). Run at time 10 minute. Yields the product C(C)(C)C=1C=CC=2C3=C(N(C2C1)CC(C)(O)C1=CC=NC=C1)CCN(C3)C (1-(7-isopropyl-2-methyl-3,4-dihydro-1H-pyrido[4,3-b]indol-5(2H)-yl)-2-(pyridin-4-yl)propan-2-ol). As a reaction SMILES: [CH:1]([C:4]1[CH:5]=[CH:6][C:7]2[C:8]3[CH2:16][N:15]([CH3:17])[CH2:14][CH2:13][C:9]=3[NH:10][C:11]=2[CH:12]=1)([CH3:3])[CH3:2].[H-].[Na+].[CH3:20][C:21]1([C:24]2[CH:29]=[CH:28][N:27]=[CH:26][CH:25]=2)[CH2:23][O:22]1>CN(C=O)C>[CH:1]([C:4]1[CH:5]=[CH:6][C:7]2[C:8]3[CH2:16][N:15]([CH3:17])[CH2:14][CH2:13][C:9]=3[N:10]([CH2:20][C:21]([C:24]3[CH:29]=[CH:28][N:27]=[CH:26][CH:25]=3)([OH:22])[CH3:23])[C:11]=2[CH:12]=1)([CH3:3])[CH3:2] |f:1.2|. Procedure details: To a solution of 7-isopropyl-2-methyl-2,3,4,5-tetrahydro-1H-pyrido[4,3-b]indole (500 mg, 2.1 mmol) in DMF (10 mL) was added sodium hydride (252 mg, 6.3 mmol). After stirring for 10 min at RT, 4-(2-methyl-oxiranyl)-pyridine (444 mg, 3.2 mmol) was added and stirring continued for another 16 h. The reaction mixture was poured into ice water and extracted with EtOAc. The organic layer was washed with water, dried over sodium sulfate and concentrated to afford crude product which was re-crystallized ... Reactants: C(C)OC(C(=CCCC1=CC=CC=C1)CCCC1=CC=CC=C1)=O (ethyl-2-(3-phenylpropyl)-5-phenyl-2-pentenoate), [H][H] (hydrogen). Reagents/catalysts: [Pd] (palladium on carbon). Run in CO (methanol), C(Cl)Cl (methylene chloride). Yields the product C(C)OC(C(CCCC1=CC=CC=C1)CCCC1=CC=CC=C1)=O (ethyl-2-(3-phenylpropyl)-5-phenyl-pentanoate). Isolated yield 98.0%. As a reaction SMILES: [CH2:1]([O:3][C:4](=[O:24])[C:5]([CH2:15][CH2:16][CH2:17][C:18]1[CH:23]=[CH:22][CH:21]=[CH:20][CH:19]=1)=[CH:6][CH2:7][CH2:8][C:9]1[CH:14]=[CH:13][CH:12]=[CH:11][CH:10]=1)[CH3:2].[H][H]>CO.[Pd].C(Cl)Cl>[CH2:1]([O:3][C:4](=[O:24])[CH:5]([CH2:6][CH2:7][CH2:8][C:9]1[CH:10]=[CH:11][CH:12]=[CH:13][CH:14]=1)[CH2:15][CH2:16][CH2:17][C:18]1[CH:19]=[CH:20][CH:21]=[CH:22][CH:23]=1)[CH3:2]. Procedure details: A solution of ethyl-2-(3-phenylpropyl)-5-phenyl-2-pentenoate in methanol (10 mL) was added to a suspension of 10% palladium on carbon (0.112 g) in methylene chloride (10 mL) and the mixture was hydrogenated under 60 psi of hydrogen for 6 h. The catalyst was removed by filtration through a pad of celite and the solvent was removed under reduced pressure to give ethyl-2-(3-phenylpropyl)-5-phenyl-pentanoate (0.787 g, 98%). The crude product was not purified further but used directly in the next ste... Reactants: CC1=NC=CC(=C1)C#CC=1N=C(NC1)C (2-methyl-4-(2-methyl-1H-imidazol-4-ylethynyl)-pyridine), FC1=CC=C(CBr)C=C1 (4-fluoro-benzylbromide). Product: FC1=CC=C(CN2C(=NC(=C2)C#CC2=CC(=NC=C2)C)C)C=C1 (4-[1-(4-Fluoro-benzyl)-2-methyl-1H-imidazol-4-ylethynyl]-2-methyl-pyridine). As a reaction SMILES: [CH3:1][C:2]1[CH:7]=[C:6]([C:8]#[C:9][C:10]2[N:11]=[C:12]([CH3:15])[NH:13][CH:14]=2)[CH:5]=[CH:4][N:3]=1.[F:16][C:17]1[CH:24]=[CH:23][C:20]([CH2:21]Br)=[CH:19][CH:18]=1>>[F:16][C:17]1[CH:24]=[CH:23][C:20]([CH2:21][N:13]2[CH:14]=[C:10]([C:9]#[C:8][C:6]3[CH:5]=[CH:4][N:3]=[C:2]([CH3:1])[CH:7]=3)[N:11]=[C:12]2[CH3:15])=[CH:19][CH:18]=1. Reported procedure: The title compound, MS: m/e=306.2 (M+H30), was prepared in accordance with the general method of example 1 from 2-methyl-4-(2-methyl-1H-imidazol-4-ylethynyl)-pyridine and 4-fluoro-benzylbromide. The reactants are CN1C2=NC(=NC(=C2N=C1CC1CCNCC1)N1CCOCC1)N1C(=NC2=C1C=CC=C2)C (4-(9-methyl-2-(2-methyl-1H-benzo[d]imidazol-1-yl)-8-(piperidin-4-ylmethyl)-9H-purin-6-yl)morpholine), CS(=O)(=O)C=C (methylvinylsulfone). The product is CN1C2=NC(=NC(=C2N=C1CC1CCN(CC1)CCS(=O)(=O)C)N1CCOCC1)N1C(=NC2=C1C=CC=C2)C (4-(9-methyl-2-(2-methyl-1H-benzo[d]imidazol-1-yl)-8-((1-(2-(methylsulfonyl)ethyl)piperidin-4-yl)methyl)-9H-purin-6-yl)morpholine). Reaction SMILES: [CH3:1][N:2]1[C:10]([CH2:11][CH:12]2[CH2:17][CH2:16][NH:15][CH2:14][CH2:13]2)=[N:9][C:8]2[C:3]1=[N:4][C:5]([N:24]1[C:28]3[CH:29]=[CH:30][CH:31]=[CH:32][C:27]=3[N:26]=[C:25]1[CH3:33])=[N:6][C:7]=2[N:18]1[CH2:23][CH2:22][O:21][CH2:20][CH2:19]1.[CH3:34][S:35]([CH:38]=[CH2:39])(=[O:37])=[O:36]>>[CH3:1][N:2]1[C:10]([CH2:11][CH:12]2[CH2:17][CH2:16][N:15]([CH2:39][CH2:38][S:35]([CH3:34])(=[O:37])=[O:36])[CH2:14][CH2:13]2)=[N:9][C:8]2[C:3]1=[N:4][C:5]([N:24]1[C:28]3[CH:29]=[CH:30][CH:31]=[CH:32][C:27]=3[N:26]=[C:25]1[CH3:33])=[N:6][C:7]=2[N:18]1[CH2:19][CH2:20][O:21][CH2:22][CH2:23]1. Procedure details: Following General Procedure C, 4-(9-methyl-2-(2-methyl-1H-benzo[d]imidazol-1-yl)-8-(piperidin-4-ylmethyl)-9H-purin-6-yl)morpholine and methylvinylsulfone were reacted to give 544. LCMS m/z: 553.3 (MH+) The reactants are ClCCl, O=C(O)C(F)(F)F, CC(C)(C)OC(=O)c1ccc(CCc2ccccc2)cc1Nc1ccc(-c2ccccc2)cc1. Product: O=C(O)c1ccc(CCc2ccccc2)cc1Nc1ccc(-c2ccccc2)cc1. As a reaction SMILES: [Cl:42][CH2:43][Cl:44].[OH:1][C:2]([C:3]([F:4])([F:5])[F:6])=[O:7].[c:8]1(-[c:36]2[cH:37][cH:38][cH:39][cH:40][cH:41]2)[cH:9][cH:10][c:11]([NH:14][c:15]2[c:16]([C:17](=[O:18])[O:19][C:20]([CH3:21])([CH3:22])[CH3:23])[cH:24][cH:25][c:26]([CH2:28][CH2:29][c:30]3[cH:31][cH:32][cH:33][cH:34][cH:35]3)[cH:27]2)[cH:12][cH:13]1>>[c:8]1(-[c:36]2[cH:37][cH:38][cH:39][cH:40][cH:41]2)[cH:9][cH:10][c:11]([NH:14][c:15]2[c:16]([C:17](=[O:18])[OH:19])[cH:24][cH:25][c:26]([CH2:28][CH2:29][c:30]3[cH:31][cH:32][cH:33][cH:34][cH:35]3)[cH:27]2)[cH:12][cH:13]1. Reactants: CC1=NN(C(=C1C1=CC=CC=C1)C)C1=CC=C(C=C1)CCNC(OC1=CC=CC=C1)=O (Phenyl 2-[4-(3,5-dimethyl-4-phenyl-1H-pyrazol-1-yl)phenyl]ethylcarbamate), ClC=1C(=NC=CC1)S(=O)(=O)N (3-chloro-2-pyridinesulfonamide). Yields the product ClC=1C(=NC=CC1)S(=O)(=O)NC(=O)NCCC1=CC=C(C=C1)N1N=C(C(=C1C)C1=CC=CC=C1)C (3-Chloro-N-[({2-[4-(3,5-dimethyl-4-phenyl-1H-pyrazol-1-yl)phenyl]ethyl}amino)carbonyl]-2-pyridinesulfonamide). RXN SMILES: [CH3:1][C:2]1[C:6]([C:7]2[CH:12]=[CH:11][CH:10]=[CH:9][CH:8]=2)=[C:5]([CH3:13])[N:4]([C:14]2[CH:19]=[CH:18][C:17]([CH2:20][CH2:21][NH:22][C:23](=[O:31])OC3C=CC=CC=3)=[CH:16][CH:15]=2)[N:3]=1.[Cl:32][C:33]1[C:34]([S:39]([NH2:42])(=[O:41])=[O:40])=[N:35][CH:36]=[CH:37][CH:38]=1>>[Cl:32][C:33]1[C:34]([S:39]([NH:42][C:23]([NH:22][CH2:21][CH2:20][C:17]2[CH:18]=[CH:19][C:14]([N:4]3[C:5]([CH3:13])=[C:6]([C:7]4[CH:8]=[CH:9][CH:10]=[CH:11][CH:12]=4)[C:2]([CH3:1])=[N:3]3)=[CH:15][CH:16]=2)=[O:31])(=[O:40])=[O:41])=[N:35][CH:36]=[CH:37][CH:38]=1. Procedure details: The title compound was prepared according to the procedure described in step 1 of Example 42 from phenyl 2-[4-(3,5-dimethyl-4-phenyl-1H-pyrazol-1-yl)phenyl]ethylcarbamate (step 1 of Example 22) and 3-chloro-2-pyridinesulfonamide (U.S. Pat. No. 4,490,380): 1H-NMR (DMSO-d6) δ 8.62 (1H, d, J=4.3 Hz), 8.20 (1H, d, J=7.9 Hz), 7.71-7.67 (1H, m), 7.49-7.31 (9H, m), 6.57 (1H, br.s), 3.37-3.28 (2H, m), 2.79-2.74 (2H, m), 2.27 (3H, s), 2.23 (3H, s). Starting materials: C[Mg]Br (methylmagnesium bromide), C[Si](C)(C)Cl (trimethylsilyl chloride), [Br-].[Li+] (lithium bromide), F[C@@H]1[C@@H]2[C@H]3CCC(C=C3C=C[C@H]2[C@@H]2CCC([C@@]2(C)C1)=O)=O (11β-fluoroestra-4,6-diene-3,17-dione). The reagents and catalysts are [Cu](I)I (copper iodide). The solvent is C(C)OCC (diethyl ether), CN1CCCN(C1=O)C (DMPU), ClCCl (dichloromethane), CN1CCCN(C1=O)C (DMPU), O1CCCC1 (tetrahydrofuran). Reaction conditions: temperature 0 celsius, time 30 minute. The product is F[C@@H]1[C@@H]2[C@H]3CCC(C=C3C[C@H]([C@H]2[C@@H]2CCC([C@@]2(C)C1)=O)C)=O (11β-Fluoro-7α-methylestr-4-ene-3,17-dione). As a reaction SMILES: [Br-].[Li+].C[Mg]Br.[F:6][C@H:7]1[CH2:24][C@@:22]2([CH3:23])[C@@H:18]([CH2:19][CH2:20][C:21]2=[O:25])[C@H:17]2[C@H:8]1[C@@H:9]1[C:14]([CH:15]=[CH:16]2)=[CH:13][C:12](=[O:26])[CH2:11][CH2:10]1.[CH3:27][Si](Cl)(C)C>O1CCCC1.C(OCC)C.ClCCl.[Cu](I)I.CN1C(=O)N(C)CCC1>[F:6][C@H:7]1[CH2:24][C@@:22]2([CH3:23])[C@@H:18]([CH2:19][CH2:20][C:21]2=[O:25])[C@H:17]2[C@H:8]1[C@@H:9]1[C:14]([CH2:15][C@H:16]2[CH3:27])=[CH:13][C:12](=[O:26])[CH2:11][CH2:10]1 |f:0.1|. Procedure: A suspension of 15.2 g (79.8 mmol) of copper iodide in 70 ml of dry tetrahydrofuran is cooled to 0° C., mixed with 28.7 g (330 mmol) of lithium bromide and 27.8 ml of DMPU, stirred first for 30 minutes at this temperature and then cooled to −30° C. While being stirred, 52 ml of methylmagnesium bromide in diethyl ether (3 molar solution) is then added in drops, stirred for another 30 minutes, and the gray-colored suspension is mixed with a solution that consists of 10.0 g (34.7 mmol) of 11β-fluor... Starting materials: C(C1=CC=CC=C1)N1CCC(CC1)NC1=CC=C(C=C1)OC(F)(F)F ((1-benzylpiperidin-4-yl)-(4-trifluoromethoxyphenyl)amine), [H][H] (hydrogen). The reagents and catalysts are [Pd] (palladium/carbon). Run in C(C)O (ethanol). Product: N1CCC(CC1)NC1=CC=C(C=C1)OC(F)(F)F (piperidin-4-yl-(4-trifluoromethoxyphenyl)amine). The yield is 93.5%. As a reaction SMILES: C([N:8]1[CH2:13][CH2:12][CH:11]([NH:14][C:15]2[CH:20]=[CH:19][C:18]([O:21][C:22]([F:25])([F:24])[F:23])=[CH:17][CH:16]=2)[CH2:10][CH2:9]1)C1C=CC=CC=1.[H][H]>C(O)C.[Pd]>[NH:8]1[CH2:13][CH2:12][CH:11]([NH:14][C:15]2[CH:16]=[CH:17][C:18]([O:21][C:22]([F:23])([F:24])[F:25])=[CH:19][CH:20]=2)[CH2:10][CH2:9]1. Procedure details: A mixture of (1-benzylpiperidin-4-yl)-(4-trifluoromethoxyphenyl)amine (3.0 g, 8.3 mmol) prepared in Reference Example 129 and a catalytic amount of 10% palladium/carbon in ethanol (30 ml) was refluxed under an atmospheric pressure of hydrogen for 20 hours. The reaction mixture was filtered through Celite, and the filtrate was concentrated under reduced pressure. The residue was purified by silica gel column chromatography (methylene chloride/methanol=10/1) to afford piperidin-4-yl-(4-trifluorome... Reactants: C12(CC3CC(CC(C1)C3)C2)CCC(=O)OC (methyl 3-(1-adamantyl)propionate), CP(OC)(OC)=O (dimethyl methyl-phosphonate), P([O-])([O-])=O (phosphonate), C(CCC)[Li] (n-butyllithium). Solvent: C(C)(=O)O (acetic acid), O1CCCC1 (tetrahydrofuran), CCCCCC (hexane). Product: O=C(CP(OC)(OC)=O)CCC12CC3CC(CC(C1)C3)C2 (Dimethyl 2-Oxo-4-(1-Adamantyl)butylphosphonate). Isolated yield 100.0%. As a reaction SMILES: [CH3:1][P:2](=[O:7])([O:5][CH3:6])[O:3][CH3:4].P(=O)([O-])[O-].C([Li])CCC.[C:17]12([CH2:27][CH2:28][C:29](OC)=[O:30])[CH2:26][CH:21]3[CH2:22][CH:23]([CH2:25][CH:19]([CH2:20]3)[CH2:18]1)[CH2:24]2>O1CCCC1.CCCCCC.C(O)(=O)C>[O:30]=[C:29]([CH2:28][CH2:27][C:17]12[CH2:26][CH:21]3[CH2:22][CH:23]([CH2:25][CH:19]([CH2:20]3)[CH2:18]1)[CH2:24]2)[CH2:1][P:2](=[O:7])([O:5][CH3:6])[O:3][CH3:4]. Run at time 5 minute. Reported procedure: A solution of 24.8 g (0.200 moles) dimethyl methyl-phosphonate (Aldrich) in 250 ml dry tetrahydrofuran was cooled to -78° in a dry nitrogen atomsphere. To the stirred phosphonate solution was added 92 ml of 2.38 M n-butyllithium in hexane solution (Alfa Inorganics, Inc.) dropwise over a period of 30 minutes at such a rate that the reaction temperature never rose above -65°. After an additional 5 minutes stirring at -78°, 22.2 g (0.100 mole) methyl 3-(1-adamantyl)propionate was added dropwise at ... The reactants are C(C)(=O)OCCNC([C@H](CC1=CC=C(C=C1)OC(F)(F)F)N)=O (2-({(2S)-2-amino-3-[4-(trifluoromethoxy)phenyl]propanoyl}amino)ethyl acetate), FC(C1=CC=C(OC2=CC=C(C(=O)O)C=C2)C=C1)(F)F (4-[4-(trifluoromethyl)phenoxy]benzoic acid), Example 41 ( 41a ). Product: C(C)(=O)OCCNC([C@H](CC1=CC=C(C=C1)OC(F)(F)F)NC(C1=CC=C(C=C1)OC1=CC=C(C=C1)C(F)(F)F)=O)=O (2-{[(2S)-3-[4-(Trifluoromethoxy)phenyl]-2-({4-[4-(trifluoromethyl)phenoxy]benzoyl}amino)propanoyl]amino}ethyl acetate). Reaction SMILES: [C:1]([O:4][CH2:5][CH2:6][NH:7][C:8](=[O:23])[C@@H:9]([NH2:22])[CH2:10][C:11]1[CH:16]=[CH:15][C:14]([O:17][C:18]([F:21])([F:20])[F:19])=[CH:13][CH:12]=1)(=[O:3])[CH3:2].[F:24][C:25]([F:43])([F:42])[C:26]1[CH:41]=[CH:40][C:29]([O:30][C:31]2[CH:39]=[CH:38][C:34]([C:35](O)=[O:36])=[CH:33][CH:32]=2)=[CH:28][CH:27]=1>>[C:1]([O:4][CH2:5][CH2:6][NH:7][C:8](=[O:23])[C@@H:9]([NH:22][C:35](=[O:36])[C:34]1[CH:38]=[CH:39][C:31]([O:30][C:29]2[CH:40]=[CH:41][C:26]([C:25]([F:24])([F:42])[F:43])=[CH:27][CH:28]=2)=[CH:32][CH:33]=1)[CH2:10][C:11]1[CH:16]=[CH:15][C:14]([O:17][C:18]([F:21])([F:19])[F:20])=[CH:13][CH:12]=1)(=[O:3])[CH3:2]. Reported procedure: A reaction similar to that described in Example 50 was conducted using 2-({(2S)-2-amino-3-[4-(trifluoromethoxy)phenyl]propanoyl}amino)ethyl acetate and 4-[4-(trifluoromethyl)phenoxy]benzoic acid used in Example 41 (41a) to give the title compound.